Dataset: the Open Reaction Database (ORD), a public repository of structured organic reaction records. Task: describe an organic reaction: reactants, conditions, products, and yield Reactants: FC1=C(C=CC(=C1)F)C1(OC1)C(C1=CC=C(C=N1)OC1=CC=C(C#N)C=C1)(F)F (4-((6-((2-(2,4-difluorophenyl)oxiran-2-yl)difluoromethyl)pyridin-3-yl)oxy)benzonitrile), [N-]=[N+]=[N-].[Na+] (sodium azide), C(=O)(O)[O-].[Na+] (NaHCO3). The solvent is CN(C)C=O (DMF). Product: N(=[N+]=[N-])CC(C(F)(F)C1=CC=C(C=N1)OC1=CC=C(C#N)C=C1)(O)C1=C(C=C(C=C1)F)F (4-((6-(3-azido-2-(2,4-difluorophenyl)-1,1-difluoro-2-hydroxypropyl)pyridin-3-yl)oxy)benzonitrile). Yield: 86.5%. RXN SMILES: [F:1][C:2]1[CH:7]=[C:6]([F:8])[CH:5]=[CH:4][C:3]=1[C:9]1([C:12]([F:29])([F:28])[C:13]2[N:18]=[CH:17][C:16]([O:19][C:20]3[CH:27]=[CH:26][C:23]([C:24]#[N:25])=[CH:22][CH:21]=3)=[CH:15][CH:14]=2)[CH2:11][O:10]1.[N-:30]=[N+:31]=[N-:32].[Na+].C([O-])(O)=O.[Na+]>CN(C=O)C>[N:30]([CH2:11][C:9]([C:3]1[CH:4]=[CH:5][C:6]([F:8])=[CH:7][C:2]=1[F:1])([OH:10])[C:12]([C:13]1[N:18]=[CH:17][C:16]([O:19][C:20]2[CH:21]=[CH:22][C:23]([C:24]#[N:25])=[CH:26][CH:27]=2)=[CH:15][CH:14]=1)([F:29])[F:28])=[N+:31]=[N-:32] |f:1.2,3.4|. Reported procedure: A solution of 4-((6-((2-(2,4-difluorophenyl)oxiran-2-yl)difluoromethyl)pyridin-3-yl)oxy)benzonitrile (3.5 g, 8.74 mmol) and sodium azide (1.705 g, 26.2 mmol) in DMF (43.7 mL) was heated at 50° C. for 17 h. The reaction was poured into sat. aq. NaHCO3, and the mixture was extracted with Et2O (3×). The combined organic phases were washed with brine, dried (MgSO4) and concentrated to give the title compound as a brown oil (3.353 g, 69%). Reactants: O=c1nc(-c2ccc(Cl)cc2)cc(C(F)(F)F)[nH]1, O=P(Cl)(Cl)Cl. Product: FC(F)(F)c1cc(-c2ccc(Cl)cc2)nc(Cl)n1. Reaction SMILES: [Cl:1][c:2]1[cH:3][cH:4][c:5](-[c:8]2[n:9][c:10](=[O:18])[nH:11][c:12]([C:14]([F:15])([F:16])[F:17])[cH:13]2)[cH:6][cH:7]1.[P:19]([Cl:20])([Cl:21])([Cl:22])=[O:23]>>[Cl:1][c:2]1[cH:3][cH:4][c:5](-[c:8]2[n:9][c:10]([Cl:21])[n:11][c:12]([C:14]([F:15])([F:16])[F:17])[cH:13]2)[cH:6][cH:7]1. Starting materials: FC1=C2C(=C(C(=NC2=CC(=C1)F)N1CCNCC1)C)NC=1C=NC=C(C1)N1CCOCC1 (5,7-difluoro-3-methyl-N-(5-morpholinopyridin-3-yl)-2-(piperazin-1-yl)quinolin-4-amine), C1(CCCC1)C(=O)Cl (cyclopentanecarbonyl chloride). Yields the product C1(CCCC1)C(=O)N1CCN(CC1)C1=NC2=CC(=CC(=C2C(=C1C)NC=1C=NC=C(C1)N1CCOCC1)F)F (cyclopentyl(4-(5,7-difluoro-3-methyl-4-(5-morpholinopyridin-3-ylamino)quinolin-2-yl)piperazin-1-yl)methanone). RXN SMILES: [F:1][C:2]1[CH:11]=[C:10]([F:12])[CH:9]=[C:8]2[C:3]=1[C:4]([NH:20][C:21]1[CH:22]=[N:23][CH:24]=[C:25]([N:27]3[CH2:32][CH2:31][O:30][CH2:29][CH2:28]3)[CH:26]=1)=[C:5]([CH3:19])[C:6]([N:13]1[CH2:18][CH2:17][NH:16][CH2:15][CH2:14]1)=[N:7]2.[CH:33]1([C:38](Cl)=[O:39])[CH2:37][CH2:36][CH2:35][CH2:34]1>>[CH:33]1([C:38]([N:16]2[CH2:15][CH2:14][N:13]([C:6]3[C:5]([CH3:19])=[C:4]([NH:20][C:21]4[CH:22]=[N:23][CH:24]=[C:25]([N:27]5[CH2:32][CH2:31][O:30][CH2:29][CH2:28]5)[CH:26]=4)[C:3]4[C:8](=[CH:9][C:10]([F:12])=[CH:11][C:2]=4[F:1])[N:7]=3)[CH2:18][CH2:17]2)=[O:39])[CH2:37][CH2:36][CH2:35][CH2:34]1. Reported procedure: Prepared according to Procedure R using 5,7-difluoro-3-methyl-N-(5-morpholinopyridin-3-yl)-2-(piperazin-1-yl)quinolin-4-amine (40.0 mg, 0.09 mmol) and cyclopentanecarbonyl chloride to give cyclopentyl(4-(5,7-difluoro-3-methyl-4-(5-morpholinopyridin-3-ylamino)quinolin-2-yl)piperazin-1-yl)methanone. 1H NMR (DMSO-d6) δ ppm 1.51-1.73 (m, 8H), 2.10 (br s, 3H), 3.00 (m, 1H), 3.00-3.07 (m, 4H), 3.24 (br s, 2H), 3.33 (br s, 4H), 3.65-3.70 (m, 6H), 6.51 (br s, 1H), 7.13-7.19 (m, 1H), 7.27-7.30 (m, 1H), 7... Reactants: CCOC(C)=O, CI, O=C(c1ccncc1)N1CCc2ccccc2C1. Product: C[n+]1ccc(C(=O)N2CCc3ccccc3C2)cc1, [I-]. RXN SMILES: [CH3:21][CH2:22][O:23][C:24](=[O:25])[CH3:26].[I:1][CH3:2].[n:3]1[cH:4][cH:5][c:6]([C:9](=[O:10])[N:11]2[CH2:12][c:13]3[cH:14][cH:15][cH:16][cH:17][c:18]3[CH2:19][CH2:20]2)[cH:7][cH:8]1>>[CH3:2][n+:3]1[cH:4][cH:5][c:6]([C:9](=[O:10])[N:11]2[CH2:12][c:13]3[cH:14][cH:15][cH:16][cH:17][c:18]3[CH2:19][CH2:20]2)[cH:7][cH:8]1.[I-:1]. The reactants are COC1=C2CCCCC2=C(C=2OC(=CC(C21)=O)C(=O)O)CCC (5-methoxy-4-oxo-10-propyl-6,7,8,9-tetrahydro-4H-naphtho[2,3-b]pyran-2-carboxylic acid), C([O-])(O)=O.[Na+] (sodium bicarbonate). Run in Br (hydrobromic acid). Product: OC1=C2CCCCC2=C(C=2OC(=CC(C21)=O)C(=O)O)CCC (5-Hydroxy-4-oxo-10-propyl-6,7,8,9-tetrahydro-4H-naphtho[2,3-b]pyran-2-carboxylic acid). RXN SMILES: C[O:2][C:3]1[C:16]2[C:15](=[O:17])[CH:14]=[C:13]([C:18]([OH:20])=[O:19])[O:12][C:11]=2[C:10]([CH2:21][CH2:22][CH3:23])=[C:9]2[C:4]=1[CH2:5][CH2:6][CH2:7][CH2:8]2.C(=O)(O)[O-].[Na+]>Br>[OH:2][C:3]1[C:16]2[C:15](=[O:17])[CH:14]=[C:13]([C:18]([OH:20])=[O:19])[O:12][C:11]=2[C:10]([CH2:21][CH2:22][CH3:23])=[C:9]2[C:4]=1[CH2:5][CH2:6][CH2:7][CH2:8]2 |f:1.2|. Procedure: A suspension of 5-methoxy-4-oxo-10-propyl-6,7,8,9-tetrahydro-4H-naphtho[2,3-b]pyran-2-carboxylic acid (5 g) in 48% aqueous hydrobromic acid (130 ml) was heated under reflux for 7 hours. The reaction mixture was cooled and excess saturated aqueous sodium bicarbonate added. The resulting solution was filtered, the filtrate acidified with concentrated hydrochloric acid and then extracted with chloroform (100 ml). The chloroform solution was dried (Na2SO4) and evaporated leaving a residue which, whe...